Dataset: the Open Reaction Database (ORD), a public repository of structured organic reaction records. Task: describe an organic reaction: reactants, conditions, products, and yield Reactants: solution, C(C1=C(C(=CC(=C1)C)C(C)(C)C)O)C1=C(C(=CC(=C1)C)C(C)(C)C)O (2,2′- methylene bis(4-methyl-6-tert. butylphenol)), C(CCC)[Li] (n-butyllithium), C=CC=C (butadiene), solution, CN(CCN(C)C)C (tetramethylethylenediamine), polybutadiene, C=CC=C (butadiene), C=CC1=CC=CC=C1 (styrene), C(CCC)[Li] (n-butyllithium). The solvent is C1CCCCC1 (cyclohexane), C1(=CC=CC=C1)C (toluene), CO (methanol), C1CCCCC1 (cyclohexane), C1CCCCC1 (cyclohexane). Product: C=CC1=CC=CC=C1.C=CC=C.C=CC1=CC=CC=C1 (STYRENE/BUTADIENE STYRENE). Reaction SMILES: [CH2:1]=[CH:2][CH:3]=[CH2:4].CN(C)CCN(C)C.C([Li])CCC.[CH2:18]=[CH:19][C:20]1[CH:25]=[CH:24][CH:23]=[CH:22][CH:21]=1.[CH2:26]([C:39]1C=C(C)C=C(C(C)(C)C)C=1O)[C:27]1[CH:32]=[C:31](C)[CH:30]=[C:29](C(C)(C)C)[C:28]=1O>C1CCCCC1.C1(C)C=CC=CC=1.CO>[CH2:18]=[CH:19][C:20]1[CH:25]=[CH:24][CH:23]=[CH:22][CH:21]=1.[CH2:1]=[CH:2][CH:3]=[CH2:4].[CH2:39]=[CH:26][C:27]1[CH:32]=[CH:31][CH:30]=[CH:29][CH:28]=1 |f:8.9.10|. Reported procedure: 186 g of butadiene and 2.4 ml of a 0.5 M solution of tetramethylethylenediamine in cyclohexane is introduced into 4 litres of deaerated cyclohexane. After compensation for the impurities supplied by the solvent and the monomer using n-butyllithium, 3.7 ml of a 0.5 mol/l solution of n-butyllithium in cyclohexane is introduced. The polymerization of the polybutadiene block is effected at 60° C. After conversion of all the butadiene, 114 g of styrene is introduced, which is polymerized at 60° C. fo... Yields the product C1(CCCC1)P1C2CCCC1CCC2.C1(CCCC1)P1C2CCCCC1CC2 (9-cyclopentyl-9-phosphabicyclo[3.3.1]nonane 9-cyclopentyl-9-phosphabicyclo[4.2.1]nonane). RXN SMILES: [CH:1]1[CH2:8][CH2:7][CH:6]=[CH:5][CH2:4][CH2:3][CH:2]=1.N(C(C(C)C)C#N)=NC(C(C)C)C#N.[CH:23]1([PH2:28])[CH2:27][CH2:26][CH2:25][CH2:24]1.CC(N=NC(C#N)(C)C)(C#N)C>C1(C)C=CC=CC=1>[CH:23]1([P:28]2[CH:5]3[CH2:6][CH2:7][CH2:8][CH:1]2[CH2:2][CH2:3][CH2:4]3)[CH2:27][CH2:26][CH2:25][CH2:24]1.[CH:23]1([P:28]2[CH:6]3[CH2:7][CH2:8][CH:1]2[CH2:2][CH2:3][CH2:4][CH2:5]3)[CH2:27][CH2:26][CH2:25][CH2:24]1 |f:5.6|. Reported procedure: A 25 ml stirred vessel was charged at room temperature under nitrogen with 2.0 g (18.5 mmol) of 1,5-cyclooctadiene (Aldrich, 82018 Taufkirchen, DE), 71 mg of azo-bis-isovaleronitrile (VAZO 67, Aldrich, 82018 Taufkirchen, DE) and 3.8 g of a 50% strength solution of monocyclopentylphosphine in toluene (Cytec). This initial charge was subsequently heated to a bath temperature of 80° C. with stirring. After 24 h it was cooled to room temperature, treated with a further 71 mg of AIBN and heated with ... Run at temperature 80 celsius. Run in C1(=CC=CC=C1)C (toluene). The reactants are CC(C)(C#N)N=NC(C)(C)C#N (AIBN), C1=CCCC=CCC1 (1,5-cyclooctadiene), N(=NC(C#N)C(C)C)C(C#N)C(C)C (azo-bis-isovaleronitrile), C1(CCCC1)P (monocyclopentylphosphine).